Dataset: the Open Reaction Database (ORD), a public repository of structured organic reaction records. Task: describe an organic reaction: reactants, conditions, products, and yield The reactants are C(#N)CNC([C@H](CC(C)C)O[C@@H](C1=CC=C(C=C1)C=1C=NC=CC1)C1=CC=CC=C1)=O ((2S)-N-(cyanomethyl)-4-methyl-2-{[(R)-phenyl(4-pyridin-3-ylphenyl)methyl]oxy}pentanamide), ClC=1C=C(C(=O)OO)C=CC1 (3-chloroperoxybenzoic acid). The solvent is ClCCl (dichloromethane). Reaction conditions: time 1.5 hour. Product: C(#N)CNC([C@H](CC(C)C)O[C@H](C1=CC=CC=C1)C1=CC=C(C=C1)C=1C=[N+](C=CC1)[O-])=O ((2S)-N-(cyanomethyl)-4-methyl-2-{[(R)-[4-(1-oxidopyridin-3-yl)phenyl](phenyl)methyl]oxy}pentanamide). The yield is 101.2%. As a reaction SMILES: [C:1]([CH2:3][NH:4][C:5](=[O:31])[C@@H:6]([O:11][C@H:12]([C:25]1[CH:30]=[CH:29][CH:28]=[CH:27][CH:26]=1)[C:13]1[CH:18]=[CH:17][C:16]([C:19]2[CH:20]=[N:21][CH:22]=[CH:23][CH:24]=2)=[CH:15][CH:14]=1)[CH2:7][CH:8]([CH3:10])[CH3:9])#[N:2].ClC1C=C(C=CC=1)C(OO)=[O:37]>ClCCl>[C:1]([CH2:3][NH:4][C:5](=[O:31])[C@@H:6]([O:11][C@@H:12]([C:13]1[CH:18]=[CH:17][C:16]([C:19]2[CH:20]=[N+:21]([O-:37])[CH:22]=[CH:23][CH:24]=2)=[CH:15][CH:14]=1)[C:25]1[CH:30]=[CH:29][CH:28]=[CH:27][CH:26]=1)[CH2:7][CH:8]([CH3:10])[CH3:9])#[N:2]. Reported procedure: To a solution of (2S)-N-(cyanomethyl)-4-methyl-2-{[(R)-phenyl(4-pyridin-3-ylphenyl)methyl]oxy}pentanamide from example 38 (95 mg, 0.23 mmol) in dichloromethane (10 mL) was added 77% quality 3-chloroperoxybenzoic acid (51.5 mg, 0.23 mmol) at 5° C. The temperature was permitted to gradually rise to r.t. over 1.5 h. The mixture was concentrated and the residue partitioned between ethyl acetate and 1M Na2CO3. The ethyl acetate layer was dried (Na2SO4) and concentrated to yield 100 mg of the title co... Starting materials: CCO, Cl, C[Si](C)(C)CCOCn1c2cc(-c3ncccc3C(F)(F)F)ccc2c(=O)n1-c1ccc(C(F)(F)F)cc1. The product is O=c1c2ccc(-c3ncccc3C(F)(F)F)cc2[nH]n1-c1ccc(C(F)(F)F)cc1. Reaction SMILES: [CH3:40][CH2:41][OH:42].[ClH:39].[F:1][C:2]([c:3]1[cH:4][cH:5][c:6](-[n:9]2[n:10]([CH2:29][O:30][CH2:31][CH2:32][Si:33]([CH3:34])([CH3:35])[CH3:36])[c:11]3[cH:12][c:13](-[c:19]4[n:20][cH:21][cH:22][cH:23][c:24]4[C:25]([F:26])([F:27])[F:28])[cH:14][cH:15][c:16]3[c:17]2=[O:18])[cH:7][cH:8]1)([F:37])[F:38]>>[F:1][C:2]([c:3]1[cH:4][cH:5][c:6](-[n:9]2[nH:10][c:11]3[cH:12][c:13](-[c:19]4[n:20][cH:21][cH:22][cH:23][c:24]4[C:25]([F:26])([F:27])[F:28])[cH:14][cH:15][c:16]3[c:17]2=[O:18])[cH:7][cH:8]1)([F:37])[F:38]. Starting materials: C(C1=CC=CC=C1)C1=C(N=C(O1)C1=C(C=CC(=C1)F)F)CO ((5-benzyl-2-(2,5-difluorophenyl)oxazol-4-yl)methanol), CC(=O)OI1(C=2C=CC=CC2C(=O)O1)(OC(=O)C)OC(=O)C (Dess-Martin periodinane), C(=O)(O)[O-].[Na+] (NaHCO3), [O-]S(=O)(=S)[O-].[Na+].[Na+] (Na2S2O3). The solvent is ClCCl (dichloromethane). Reaction conditions: time 8 hour. Product: C(C1=CC=CC=C1)C1=C(N=C(O1)C1=C(C=CC(=C1)F)F)C=O (5-benzyl-2-(2,5-difluorophenyl)oxazole-4-carbaldehyde). Yield: 93.5%. RXN SMILES: [CH2:1]([C:8]1[O:12][C:11]([C:13]2[CH:18]=[C:17]([F:19])[CH:16]=[CH:15][C:14]=2[F:20])=[N:10][C:9]=1[CH2:21][OH:22])[C:2]1[CH:7]=[CH:6][CH:5]=[CH:4][CH:3]=1.CC(OI1(OC(C)=O)(OC(C)=O)OC(=O)C2C=CC=CC1=2)=O.C([O-])(O)=O.[Na+].[O-]S([O-])(=S)=O.[Na+].[Na+]>ClCCl>[CH2:1]([C:8]1[O:12][C:11]([C:13]2[CH:18]=[C:17]([F:19])[CH:16]=[CH:15][C:14]=2[F:20])=[N:10][C:9]=1[CH:21]=[O:22])[C:2]1[CH:3]=[CH:4][CH:5]=[CH:6][CH:7]=1 |f:2.3,4.5.6|. Procedure details: To a solution of (5-benzyl-2-(2,5-difluorophenyl)oxazol-4-yl)methanol (966 mg, 3.21 mmol) in dichloromethane (16 mL) was added Dess-Martin periodinane (2.04 mg, 4.81 mmol). The reaction mixture was stirred at room temperature for overnight. 20 mL of saturated NaHCO3 solution and saturated Na2S2O3 solution (8:1) was added for quenching the reaction. After stirred for 1 h, the reaction mixture was extracted by EtOAc. The organic layers was washed with water and brine, dried over anhydrous Na2SO4, ... Yields the product C12SC(CC(=CC1)CC2)=NO (2-Thiabicyclo[3.2.2]non-5-en-3-one oxime). Reported procedure: A solution of 29 g (0.3 m) of 1,3-cycloheptadiene, 46 g (0.4 m) of thiophosgene, and 25 ml of cyclohexane was heated under reflux for 24 hours, then stripped of volatiles under reduced pressure. The oily residue was taken up in 150 ml of methylene chloride and stirred with 1.5 m of hydroxylamine in 200 ml of water at room temperature for three days. The separated organic layer was dried over magnesium sulfate and stripped to yield 26.7 g of viscous oil. Purification by dry column chromatography ... Run in O (water), C(Cl)Cl (methylene chloride). Starting materials: C1=CC=CCCC1 (1,3-cycloheptadiene), C(=S)(Cl)Cl (thiophosgene), C1CCCCC1 (cyclohexane), NO (hydroxylamine). Reaction SMILES: [CH:1]1[CH2:7][CH2:6][CH2:5][CH:4]=[CH:3][CH:2]=1.[C:8](Cl)(Cl)=[S:9].C1CCCCC1.[NH2:18][OH:19]>C(Cl)Cl.O>[CH:4]12[CH2:5][CH2:6][C:7](=[CH:2][CH2:3]1)[CH2:1][C:8](=[N:18][OH:19])[S:9]2. Starting materials: Brc1ccc(C23C=CCN(CC2)C3)cn1, CN(C)C=O, [H-], [Na+], c1c[nH]cn1. The product is C1=CC2(c3ccc(-n4ccnc4)nc3)CCN(C1)C2. RXN SMILES: [Br:8][c:9]1[n:10][cH:11][c:12]([C:15]23[CH:16]=[CH:17][CH2:18][N:19]([CH2:20][CH2:21]2)[CH2:22]3)[cH:13][cH:14]1.[CH3:23][N:24]([CH3:25])[CH:26]=[O:27].[H-:6].[Na+:7].[nH:1]1[cH:2][n:3][cH:4][cH:5]1>>[n:1]1(-[c:9]2[n:10][cH:11][c:12]([C:15]34[CH:16]=[CH:17][CH2:18][N:19]([CH2:20][CH2:21]3)[CH2:22]4)[cH:13][cH:14]2)[cH:2][n:3][cH:4][cH:5]1. The yield is 72.0%. Procedure details: To a solution of the compound of Example 8 (200 mg, 0.32 mmol) in dichloromethane (5 mL) and N,N-dimethylformamide (5 mL) were added excess amount of dimethylamine and bis-(2-oxo-3-oxazolidinyl)-phosphinic chloride (325.2 mg, 1.27 mmol), and the mixture was stirred at room temperature for 28 hours. To the reaction solution was added saturated aqueous sodium bicarbonate, and the mixture was extracted with ethyl acetate-toluene (1:1). The organic layer was dried over anhydrous magnesium sulfate, a... Yields the product Cl.CN(C(=O)C1=CC(=C2C(C(N(C2=C1)C[C@@H]1C[C@H](C1)N(CC)CC)=O)(O)C1=C(C=C(C=C1)Cl)Cl)C(F)(F)F)C (N,N-dimethyl-3-(2,4-dichlorophenyl)-1-[trans-3-(diethylamino)-cyclobutylmethyl]-4-trifluoromethyl-3-hydroxy-2-oxoindoline-6-carboxamide Hydrochloride). RXN SMILES: Br.[Cl:2][C:3]1[CH:8]=[C:7]([Cl:9])[CH:6]=[CH:5][C:4]=1[C:10]1([OH:37])[C:18]2[C:13](=[CH:14][C:15]([C:23]([OH:25])=O)=[CH:16][C:17]=2[C:19]([F:22])([F:21])[F:20])[N:12]([CH2:26][C@H:27]2[CH2:30][C@H:29]([N:31]([CH2:34][CH3:35])[CH2:32][CH3:33])[CH2:28]2)[C:11]1=[O:36].[CH3:38][NH:39][CH3:40].O=C1N(P(Cl)(N2CCOC2=O)=O)CCO1.C(=O)(O)[O-].[Na+]>ClCCl.CN(C)C=O>[ClH:2].[CH3:38][N:39]([CH3:40])[C:23]([C:15]1[CH:14]=[C:13]2[C:18]([C:10]([C:4]3[CH:5]=[CH:6][C:7]([Cl:9])=[CH:8][C:3]=3[Cl:2])([OH:37])[C:11](=[O:36])[N:12]2[CH2:26][C@H:27]2[CH2:30][C@H:29]([N:31]([CH2:34][CH3:35])[CH2:32][CH3:33])[CH2:28]2)=[C:17]([C:19]([F:21])([F:22])[F:20])[CH:16]=1)=[O:25] |f:0.1,4.5,8.9|. The reactants are C([O-])(O)=O.[Na+] (sodium bicarbonate), Br.ClC1=C(C=CC(=C1)Cl)C1(C(N(C2=CC(=CC(=C12)C(F)(F)F)C(=O)O)C[C@@H]1C[C@H](C1)N(CC)CC)=O)O (3-(2,4-dichlorophenyl)-1-[trans-3-(diethylamino)-cyclobutylmethyl]-4-trifluoromethyl-3-hydroxy-2-oxoindoline-6-carboxylic Acid Hydrobromide), CNC (dimethylamine), O=C1OCCN1P(=O)(N1C(OCC1)=O)Cl (bis-(2-oxo-3-oxazolidinyl)-phosphinic chloride). Solvent: ClCCl (dichloromethane), CN(C=O)C (N,N-dimethylformamide). Conditions: time 28 hour. The reactants are Cl (hydrochloric acid), N1C(=O)C(=O)C2=CC=CC=C12 (isatin), FC1=CC=C(C=C1)C(C)=O (p-fluoroacetophenone), [OH-].[Na+] (sodium hydroxide). The solvent is C(C)O (ethanol). Yields the product FC1=CC=C(C=C1)C1=NC2=CC=CC=C2C(=C1)C(=O)O (2-(4-fluorophenyl)-4-quinolinecarboxylic acid). Reaction SMILES: [NH:1]1[C:11]2[C:6](=[CH:7][CH:8]=[CH:9][CH:10]=2)[C:4](=O)[C:2]1=[O:3].[OH-:12].[Na+].[F:14][C:15]1[CH:20]=[CH:19][C:18]([C:21](=O)[CH3:22])=[CH:17][CH:16]=1.Cl>C(O)C>[F:14][C:15]1[CH:20]=[CH:19][C:18]([C:21]2[CH:22]=[C:4]([C:2]([OH:12])=[O:3])[C:6]3[C:11](=[CH:10][CH:9]=[CH:8][CH:7]=3)[N:1]=2)=[CH:17][CH:16]=1 |f:1.2|. Reported procedure: To a suspension of 36.78 g (0.25 mol) of isatin in 500 ml of ethanol was added 75 ml of 10N sodium hydroxide. After a few minutes of stirring a solid precipitated. To this mixture was added 35 ml (0.286 mol) of p-fluoroacetophenone, and it was stirred and heated under reflux for 1.5 hr. It was then allowed to cool slightly, and acidified with 250 ml of 3N hydrochloric acid. The precipitated solid was collected, washed with water and with ether, and dried to give 50.6 g of crude product, mp 205-2...